The task is: describe an organic reaction: reactants, conditions, products, and yield. This data is from the Open Reaction Database (ORD), a public repository of structured organic reaction records. Reactants: C1CCOC1, CCOC(C)=O, CC(=O)O, [Li]CCCC, Clc1ccnc(Cl)n1, Fc1cccc(Cl)c1, N#CC1=C(C#N)C(=O)C(Cl)=C(Cl)C1=O, O. The product is Fc1cccc(Cl)c1-c1cc(Cl)nc(Cl)n1. As a reaction SMILES: [CH2:36]1[O:37][CH2:38][CH2:39][CH2:40]1.[CH3:42][CH2:43][O:44][C:45](=[O:46])[CH3:47].[CH3:48][C:49](=[O:50])[OH:51].[CH3:9][CH2:10][CH2:11][CH2:12][Li:13].[Cl:14][c:15]1[n:16][cH:17][cH:18][c:19]([Cl:21])[n:20]1.[Cl:1][c:2]1[cH:3][c:4]([F:8])[cH:5][cH:6][cH:7]1.[Cl:22][C:23]1=[C:34]([Cl:35])[C:32](=[O:33])[C:29]([C:30]#[N:31])=[C:26]([C:27]#[N:28])[C:24]1=[O:25].[OH2:41]>>[Cl:1][c:2]1[c:3](-[c:17]2[n:16][c:15]([Cl:14])[n:20][c:19]([Cl:21])[cH:18]2)[c:4]([F:8])[cH:5][cH:6][cH:7]1.